From a dataset of the Open Reaction Database (ORD), a public repository of structured organic reaction records. describe an organic reaction: reactants, conditions, products, and yield Starting materials: CCN(C(C)C)C(C)C, Cl, Cl, Cl, O=C=Nc1ccc(F)cc1, CN(C)C=O, C1=C(c2cc3c(Nc4ccc5ncsc5c4)ncnc3[nH]2)CCNC1. Yields the product O=C(Nc1ccc(F)cc1)N1CC=C(c2cc3c(Nc4ccc5ncsc5c4)ncnc3[nH]2)CC1. RXN SMILES: [CH:29]([N:30]([CH2:31][CH3:32])[CH:33]([CH3:34])[CH3:35])([CH3:36])[CH3:37].[ClH:1].[ClH:2].[ClH:3].[F:38][c:39]1[cH:40][cH:41][c:42]([N:45]=[C:46]=[O:47])[cH:43][cH:44]1.[O:48]=[CH:49][N:50]([CH3:51])[CH3:52].[s:4]1[cH:5][n:6][c:7]2[c:8]1[cH:9][c:10]([NH:13][c:14]1[c:15]3[c:16]([n:17][cH:18][n:19]1)[nH:20][c:21]([C:23]1=[CH:28][CH2:27][NH:26][CH2:25][CH2:24]1)[cH:22]3)[cH:11][cH:12]2>>[s:4]1[cH:5][n:6][c:7]2[c:8]1[cH:9][c:10]([NH:13][c:14]1[c:15]3[c:16]([n:17][cH:18][n:19]1)[nH:20][c:21]([C:23]1=[CH:28][CH2:27][N:26]([C:46]([NH:45][c:42]4[cH:41][cH:40][c:39]([F:38])[cH:44][cH:43]4)=[O:47])[CH2:25][CH2:24]1)[cH:22]3)[cH:11][cH:12]2. Reactants: IC=1C=C(C(=O)NC2=CC=C(C=C2)OC(F)(F)F)C=CC1C (3-iodo-4-methyl-N-(4-(trifluoromethoxy)phenyl)benzamide), N1C=NC=C1 (imidazole), N1[C@H](C(=O)O)CCC1 (L-proline), C(=O)([O-])[O-].[K+].[K+] (K2CO3). Reagents/catalysts: [Cu]I (CuI). The solvent is C(Cl)Cl.CCOC(=O)C (DCM EtOAc), CS(=O)C (DMSO). Reaction conditions: temperature 90 celsius, time 66 hour. Product: N1(C=NC=C1)C=1C=C(C(=O)NC2=CC=C(C=C2)OC(F)(F)F)C=CC1C (3-(1H-Imidazol-1-yl)-4-methyl-N-(4-(trifluoromethoxy)phenyl)benzamide). RXN SMILES: I[C:2]1[CH:3]=[C:4]([CH:19]=[CH:20][C:21]=1[CH3:22])[C:5]([NH:7][C:8]1[CH:13]=[CH:12][C:11]([O:14][C:15]([F:18])([F:17])[F:16])=[CH:10][CH:9]=1)=[O:6].[NH:23]1[CH:27]=[CH:26][N:25]=[CH:24]1.N1CCC[C@H]1C(O)=O.C([O-])([O-])=O.[K+].[K+]>C(Cl)Cl.CCOC(C)=O.[Cu]I.CS(C)=O>[N:23]1([C:2]2[CH:3]=[C:4]([CH:19]=[CH:20][C:21]=2[CH3:22])[C:5]([NH:7][C:8]2[CH:13]=[CH:12][C:11]([O:14][C:15]([F:18])([F:17])[F:16])=[CH:10][CH:9]=2)=[O:6])[CH:27]=[CH:26][N:25]=[CH:24]1 |f:3.4.5,6.7|. Procedure details: A mixture of 3-iodo-4-methyl-N-(4-(trifluoromethoxy)phenyl)benzamide (100 mg, 0.237 mmol), imidazole (64.6 mg, 0.95 mmol), CuI (9.04 mg, 0.048 mmol), L-proline (10.94 mg, 0.094 mmol), K2CO3 (131.2 mg, 0.95 mmol) and DMSO (250 μL) were stirred under argon for 66 h at 90° C. The RM was cooled to, diluted with DCM/EtOAc, filtered, washed with 10% aq. NaCO3 solution and brine, dried over MgSO4 and the solvent was evaporated off under reduced pressure to give a residue which was purified by flash chr... Starting materials: solution, Br (hydrobromic acid), ClC1=CC=C(C=C1)C(O)C=1C=NC=CC1 ((4-chlorophenyl)pyridin-3-ylmethanol). The solvent is C(C)(=O)O (acetic acid), C(C)(=O)Br (acetyl bromide). Run at temperature 20 celsius. Yields the product BrC(C=1C=NC=CC1)C1=CC=C(C=C1)Cl (3-[bromo(4-chlorophenyl)methyl]pyridine). As a reaction SMILES: [BrH:1].[Cl:2][C:3]1[CH:8]=[CH:7][C:6]([CH:9]([C:11]2[CH:12]=[N:13][CH:14]=[CH:15][CH:16]=2)O)=[CH:5][CH:4]=1>C(O)(=O)C.C(Br)(=O)C>[Br:1][CH:9]([C:6]1[CH:7]=[CH:8][C:3]([Cl:2])=[CH:4][CH:5]=1)[C:11]1[CH:12]=[N:13][CH:14]=[CH:15][CH:16]=1. Reported procedure: 3-[Bromo(4-chlorophenyl)methyl]pyridine is obtained in the following manner: 3.5 cm3 of a 48% solution of hydrobromic acid in acetic acid and 1 cm3 of acetyl bromide are added to 1.5 g of (4-chlorophenyl)pyridin-3-ylmethanol. The amber-colored mixture thus obtained is heated under reflux for 4 hours and then cooled to 20° C., concentrated to dryness at 40° C. under 2.7 kPa, giving 1.53 g of 3-[bromo(4-chlorophenyl)methyl]pyridine (Rf=75/90, 254 nm, Silica Plates, reference 1.05719, Merck KGaA, 6... The reactants are OC1=C(N)C=CC(=C1)C(=O)OC (2-hydroxy 4-carbomethoxy aniline), C1(=CC=CC=C1)C1=C(C=CC=C1)N=C=O (2-phenyl phenyl isocyanate). Product: OC1=C(C=CC(=C1)C(=O)OC)NC(=O)NC1=C(C=CC=C1)C1=CC=CC=C1 (N-(2-hydroxy 4-carbomethoxy phenyl) N′-(2-phenyl phenyl)urea). Isolated yield 51.1%. Reaction SMILES: [OH:1][C:2]1[CH:8]=[C:7]([C:9]([O:11][CH3:12])=[O:10])[CH:6]=[CH:5][C:3]=1[NH2:4].[C:13]1([C:19]2[CH:24]=[CH:23][CH:22]=[CH:21][C:20]=2[N:25]=[C:26]=[O:27])[CH:18]=[CH:17][CH:16]=[CH:15][CH:14]=1>>[OH:1][C:2]1[CH:8]=[C:7]([C:9]([O:11][CH3:12])=[O:10])[CH:6]=[CH:5][C:3]=1[NH:4][C:26]([NH:25][C:20]1[CH:21]=[CH:22][CH:23]=[CH:24][C:19]=1[C:13]1[CH:18]=[CH:17][CH:16]=[CH:15][CH:14]=1)=[O:27]. Procedure details: The urea was prepared from 2-hydroxy 4-carbomethoxy aniline (0.167 g, 1 mmol) and 2-phenyl phenyl isocyanate (1 mmol) by general Method B. It was purified by dilution with methylene chloride and precipitation with hexane. Filtering afforded the desired compound (0.185 g, 50%). EI-MS m/z 363 (M−H)− Reactants: ClC1=C(OCCN2CCCC2)C=CC(=C1)[N+](=O)[O-] (1-(2-(2-chloro-4-nitrophenoxy)ethyl)pyrrolidine), CCOC(=O)C (EtOAc). The reagents and catalysts are [Zn] (Zn). Run in CC(=O)O (AcOH). The product is ClC=1C=C(C=CC1OCCN1CCCC1)N (3-chloro-4-(2-(pyrrolidin-1-yl)ethoxy)benzenamine). RXN SMILES: [Cl:1][C:2]1[CH:15]=[C:14]([N+:16]([O-])=O)[CH:13]=[CH:12][C:3]=1[O:4][CH2:5][CH2:6][N:7]1[CH2:11][CH2:10][CH2:9][CH2:8]1.CCOC(C)=O>CC(O)=O.[Zn]>[Cl:1][C:2]1[CH:15]=[C:14]([NH2:16])[CH:13]=[CH:12][C:3]=1[O:4][CH2:5][CH2:6][N:7]1[CH2:8][CH2:9][CH2:10][CH2:11]1. Procedure details: A suspension of Zn powder (620 mg, 9.48 mmol) and 1-(2-(2-chloro-4-nitrophenoxy)ethyl)pyrrolidine (320 mg, 1.19 mmol) in AcOH:H2O (3:1 mL) was heated at 55° C. for 2 h. After cooling the reaction to RT, any solid was removed by filtration and rinsed with AcOH and CH2Cl2. Once the combined filtrate was concentrated using a rotavap, the resulting residue was adjusted pH to 10 with NH4OH and extracted with CH2Cl2 (2×50 mL). The combined organic layers were washed with H2O (10 mL), then dried over M...